This data is from the Open Reaction Database (ORD), a public repository of structured organic reaction records. The task is: describe an organic reaction: reactants, conditions, products, and yield Reactants: CCN(C(C)C)C(C)C, CCOC(C)=O, CS(C)=O, ClCc1ccc(Oc2ncccn2)cc1, Cl, O=C1CCNCC1, O, O. Product: O=C1CCN(Cc2ccc(Oc3ncccn3)cc2)CC1. RXN SMILES: [CH3:25][CH:26]([N:27]([CH:28]([CH3:29])[CH3:30])[CH2:31][CH3:32])[CH3:33].[CH3:34][CH2:35][O:36][C:37](=[O:38])[CH3:39].[CH3:40][S:41]([CH3:42])=[O:43].[Cl:10][CH2:11][c:12]1[cH:13][cH:14][c:15]([O:16][c:17]2[n:18][cH:19][cH:20][cH:21][n:22]2)[cH:23][cH:24]1.[ClH:1].[NH:3]1[CH2:4][CH2:5][C:6](=[O:9])[CH2:7][CH2:8]1.[OH2:2].[OH2:44]>>[N:3]1([CH2:11][c:12]2[cH:13][cH:14][c:15]([O:16][c:17]3[n:18][cH:19][cH:20][cH:21][n:22]3)[cH:23][cH:24]2)[CH2:4][CH2:5][C:6](=[O:9])[CH2:7][CH2:8]1. The reactants are C1CNCCN1, CS(C)=O, CC1CCc2c(Cl)ccc3c(=O)c(C(=O)O)cn1c23. Product: Cl, CC1CCc2c(N3CCNCC3)ccc3c(=O)c(C(=O)O)cn1c23. RXN SMILES: [CH2:20]1[CH2:21][NH:22][CH2:23][CH2:24][NH:25]1.[CH3:26][S:27](=[O:28])[CH3:29].[Cl:1][c:2]1[cH:3][cH:4][c:5]2[c:6](=[O:19])[c:7]([C:16](=[O:17])[OH:18])[cH:8][n:9]3[c:14]2[c:13]1[CH2:12][CH2:11][CH:10]3[CH3:15]>>[ClH:1].[c:2]1([N:22]2[CH2:21][CH2:20][NH:25][CH2:24][CH2:23]2)[cH:3][cH:4][c:5]2[c:6](=[O:19])[c:7]([C:16](=[O:17])[OH:18])[cH:8][n:9]3[c:14]2[c:13]1[CH2:12][CH2:11][CH:10]3[CH3:15].